describe an organic reaction: reactants, conditions, products, and yield From a dataset of the Open Reaction Database (ORD), a public repository of structured organic reaction records. Starting materials: CO, CCOC(=O)c1cc(NS(=O)(=O)c2ccc(Cl)cc2)ccc1Oc1cncc(Cl)c1, [Li+], [OH-], O. Reaction SMILES: [CH3:33][OH:34].[Cl:1][c:2]1[cH:3][cH:4][c:5]([S:8](=[O:9])(=[O:10])[NH:11][c:12]2[cH:13][cH:14][c:15]([O:23][c:24]3[cH:25][c:26]([Cl:30])[cH:27][n:28][cH:29]3)[c:16]([C:17](=[O:18])[O:19][CH2:20][CH3:21])[cH:22]2)[cH:6][cH:7]1.[Li+:32].[OH-:31].[OH2:35]>>[Cl:1][c:2]1[cH:3][cH:4][c:5]([S:8](=[O:9])(=[O:10])[NH:11][c:12]2[cH:13][cH:14][c:15]([O:23][c:24]3[cH:25][c:26]([Cl:30])[cH:27][n:28][cH:29]3)[c:16]([C:17](=[O:18])[OH:19])[cH:22]2)[cH:6][cH:7]1. Yields the product O=C(O)c1cc(NS(=O)(=O)c2ccc(Cl)cc2)ccc1Oc1cncc(Cl)c1. Reactants: O(C1=CC=CC=C1)C=1C=C(C=CC1)O (3-phenoxyphenol), C(C)#N (acetonitrile), C(C)(C)(C)O (tert-BuOH), C(=O)([O-])[O-].[K+].[K+] (K2CO3). Yields the product O(C1=CC=CC=C1)C=1C=C(OCCC#N)C=CC1 (3-(3-phenoxyphenoxy)propanenitrile). The yield is 726.2%. Reaction SMILES: [O:1]([C:8]1[CH:9]=[C:10]([OH:14])[CH:11]=[CH:12][CH:13]=1)[C:2]1[CH:7]=[CH:6][CH:5]=[CH:4][CH:3]=1.[C:15](#[N:17])[CH3:16].[C:18](O)(C)(C)C.C([O-])([O-])=O.[K+].[K+]>>[O:1]([C:8]1[CH:9]=[C:10]([CH:11]=[CH:12][CH:13]=1)[O:14][CH2:18][CH2:16][C:15]#[N:17])[C:2]1[CH:3]=[CH:4][CH:5]=[CH:6][CH:7]=1 |f:3.4.5|. Procedure: To a solution of 3-phenoxyphenol (3.0 g, 16.1 mmol) in acetonitrile (10.6 mL, 161 mmol) was added tert-BuOH (120 mg, 1.6 mmol) and K2CO3 (225 mg, 1.6 mmol). The mixture was refluxed for 2 days. The reaction was filtered and concentrated, and the residue was purified by HPLC to get give 2.78 g (72%) of the title compound as a colorless gum. 1H NMR (400 MHz, CDCl3): δ 2.80 (2H, t, J=6.0 Hz), 4.15 (2H, t, J=6.0 Hz), 6.55 (1H, s), 6.64 (2H, d, J=8.0 Hz), 7.02 (2H, d, J=7.6 Hz), 7.12 (1H, t, J=7.2 Hz... Starting materials: CCCN1CCCC(O)(c2cccc3c2ccn3C)C1, Cl, [Na+], [OH-]. Yields the product CCCN1CCC=C(c2cccc3c2ccn3C)C1. RXN SMILES: [CH2:1]([CH2:2][CH3:3])[N:4]1[CH2:5][C:6]([OH:10])([c:11]2[c:12]3[cH:13][cH:14][n:15]([CH3:20])[c:16]3[cH:17][cH:18][cH:19]2)[CH2:7][CH2:8][CH2:9]1.[ClH:23].[Na+:22].[OH-:21]>>[CH2:1]([CH2:2][CH3:3])[N:4]1[CH2:5][C:6]([c:11]2[c:12]3[cH:13][cH:14][n:15]([CH3:20])[c:16]3[cH:17][cH:18][cH:19]2)=[CH:7][CH2:8][CH2:9]1. Reactants: COC(=O)C=CC(Cc1ccc(OCc2ccccc2)cc1)NC(=O)OC(C)(C)C, O=C(O)C(F)(F)F. The product is COC(=O)C=CC(N)Cc1ccc(OCc2ccccc2)cc1. As a reaction SMILES: [CH3:1][O:2][C:3]([CH:4]=[CH:5][CH:6]([CH2:7][c:8]1[cH:9][cH:10][c:11]([O:14][CH2:15][c:16]2[cH:17][cH:18][cH:19][cH:20][cH:21]2)[cH:12][cH:13]1)[NH:22][C:23]([O:24][C:25]([CH3:26])([CH3:27])[CH3:28])=[O:29])=[O:30].[F:31][C:32]([F:33])([F:34])[C:35]([OH:36])=[O:37]>>[CH3:1][O:2][C:3]([CH:4]=[CH:5][CH:6]([CH2:7][c:8]1[cH:9][cH:10][c:11]([O:14][CH2:15][c:16]2[cH:17][cH:18][cH:19][cH:20][cH:21]2)[cH:12][cH:13]1)[NH2:22])=[O:30]. Reactants: C(Br)(Br)(Br)Br (Carbon tetrabromide), C1(=CC=CC=C1)P(C1=CC=CC=C1)C1=CC=CC=C1 (triphenylphosphine), C(C1=CC=CC=C1)O[C@H]1[C@@H](O[C@@H]([C@H]([C@@H]1OCC1=CC=CC=C1)OCC1=CC=CC=C1)COCC1=CC=CC=C1)C1=C(C=CC(=C1)CO)C ((1S)-1,5-anhydro-2,3,4,6-tetra-O-benzyl-1-[5-(hydroxymethyl)-2-methylphenyl]-D-glucitol). Solvent: C(Cl)Cl (methylene chloride). Reaction conditions: time 1 hour. The product is C(C1=CC=CC=C1)O[C@H]1[C@@H](O[C@@H]([C@H]([C@@H]1OCC1=CC=CC=C1)OCC1=CC=CC=C1)COCC1=CC=CC=C1)C1=C(C=CC(=C1)CBr)C ((1S)-1,5-anhydro-2,3,4,6-tetra-O-benzyl-1-[5-(bromomethyl)-2-methylphenyl]-D-glucitol). Isolated yield 72.9%. RXN SMILES: [C:1]([Br:5])(Br)(Br)Br.C1(P(C2C=CC=CC=2)C2C=CC=CC=2)C=CC=CC=1.[CH2:25]([O:32][C@@H:33]1[C@@H:38]([O:39][CH2:40][C:41]2[CH:46]=[CH:45][CH:44]=[CH:43][CH:42]=2)[C@H:37]([O:47][CH2:48][C:49]2[CH:54]=[CH:53][CH:52]=[CH:51][CH:50]=2)[C@@H:36]([CH2:55][O:56][CH2:57][C:58]2[CH:63]=[CH:62][CH:61]=[CH:60][CH:59]=2)[O:35][C@H:34]1[C:64]1[CH:69]=[C:68](CO)[CH:67]=[CH:66][C:65]=1[CH3:72])[C:26]1[CH:31]=[CH:30][CH:29]=[CH:28][CH:27]=1>C(Cl)Cl>[CH2:25]([O:32][C@@H:33]1[C@@H:38]([O:39][CH2:40][C:41]2[CH:46]=[CH:45][CH:44]=[CH:43][CH:42]=2)[C@H:37]([O:47][CH2:48][C:49]2[CH:50]=[CH:51][CH:52]=[CH:53][CH:54]=2)[C@@H:36]([CH2:55][O:56][CH2:57][C:58]2[CH:59]=[CH:60][CH:61]=[CH:62][CH:63]=2)[O:35][C@H:34]1[C:64]1[CH:69]=[C:68]([CH2:1][Br:5])[CH:67]=[CH:66][C:65]=1[CH3:72])[C:26]1[CH:31]=[CH:30][CH:29]=[CH:28][CH:27]=1. Procedure: Carbon tetrabromide (0.62 g) and triphenylphosphine (0.49 g) were added to a solution of (1S)-1,5-anhydro-2,3,4,6-tetra-O-benzyl-1-[5-(hydroxymethyl)-2-methylphenyl]-D-glucitol (1.0 g) in methylene chloride (10 ml) at room temperature and the mixture was stirred for one hour. The reaction mixture was concentrated and the residue was purified by silica gel column chromatography (n-hexane-ethyl acetate) to obtain (1S)-1,5-anhydro-2,3,4,6-tetra-O-benzyl-1-[5-(bromomethyl)-2-methylphenyl]-D-glucitol... The reactants are O=C(O)c1ccc(F)cc1F, O=[N+]([O-])O, O=S(=O)(O)O. Product: O=C(O)c1cc([N+](=O)[O-])c(F)cc1F. RXN SMILES: [F:1][c:2]1[c:3]([C:4](=[O:5])[OH:6])[cH:7][cH:8][c:9]([F:11])[cH:10]1.[OH:12][N+:13]([O-:14])=[O:15].[S:16](=[O:17])(=[O:18])([OH:19])[OH:20]>>[F:1][c:2]1[c:3]([C:4](=[O:5])[OH:6])[cH:7][c:8]([N+:13](=[O:12])[O-:14])[c:9]([F:11])[cH:10]1.